Task: describe an organic reaction: reactants, conditions, products, and yield. Dataset: the Open Reaction Database (ORD), a public repository of structured organic reaction records The reactants are C(C)OC(=O)C1(CC2=CC=CC=C2C1)NC(C1=C(C(=CC=C1)C)C)=O (2-(2,3-Dimethyl-benzoylamino)-indan-2-carboxylic acid ethyl ester), [OH-].[K+] (KOH), CCO (EtOH). The solvent is O (water). Run at temperature 50 celsius, time 30 minute. Product: CC1=C(C(=O)NC2(CC3=CC=CC=C3C2)C(=O)O)C=CC=C1C (2-(2,3-Dimethyl-benzoylamino)-indan-2-carboxylic acid). Yield: 90.2%. RXN SMILES: C([O:3][C:4]([C:6]1([NH:15][C:16](=[O:25])[C:17]2[CH:22]=[CH:21][CH:20]=[C:19]([CH3:23])[C:18]=2[CH3:24])[CH2:14][C:13]2[C:8](=[CH:9][CH:10]=[CH:11][CH:12]=2)[CH2:7]1)=[O:5])C.[OH-].[K+].CCO>O>[CH3:24][C:18]1[C:19]([CH3:23])=[CH:20][CH:21]=[CH:22][C:17]=1[C:16]([NH:15][C:6]1([C:4]([OH:5])=[O:3])[CH2:14][C:13]2[C:8](=[CH:9][CH:10]=[CH:11][CH:12]=2)[CH2:7]1)=[O:25] |f:1.2|. Reported procedure: The mixture of 2-(2,3-dimethyl-benzoylamino)-indan-2-carboxylic acid ethyl ester (235) (290 mg, 0.86 mmol), KOH (50% aqueous solution, 1.92 g, 17.2 mmol), EtOH (10 mL) and water (1 mL) are stirred in a 20 mL vial at 50° C. for 30 min. After concentration in vacuo, the residue is dissolved in water (5 mL) and acidified with conc. HCl until no more white precipitate came out of the water. The filtration gives 2-(2,3-dimethyl-benzoylamino)-indan-2-carboxylic acid (236) as white solid (240 mg, 90%). The solvent is CC(=O)O (AcOH). Starting materials: BrC1=CC=C2N=CC(=NC2=C1)NNC(=O)C1CCN(CC1)C(=O)OC(C)(C)C (tert-butyl 4-(2-(7-bromoquinoxalin-2-yl)hydrazinecarbonyl)piperidine-1-carboxylate). Procedure: A mixture of tert-butyl 4-(2-(7-bromoquinoxalin-2-yl)hydrazinecarbonyl)piperidine-1-carboxylate (900 mg, 2.0 mmol) in AcOH (10 mL) was refluxed overnight. Then the solvent was removed, and the residue was purified by ISCO (MeOH/H2O=20%-90%) to afford 8-bromo-1-(piperidin-4-yl)[1,2,4]triazolo[4,3-a]quinoxaline as a pale yellow solid (550 mg, yield 83.0%). MS (m/z): 332 (M+H)+. Reaction SMILES: [Br:1][C:2]1[CH:11]=[C:10]2[C:5]([N:6]=[CH:7][C:8]([NH:12][NH:13][C:14]([CH:16]3[CH2:21][CH2:20][N:19](C(OC(C)(C)C)=O)[CH2:18][CH2:17]3)=O)=[N:9]2)=[CH:4][CH:3]=1>CC(O)=O>[Br:1][C:2]1[CH:11]=[C:10]2[C:5]([N:6]=[CH:7][C:8]3[N:9]2[C:14]([CH:16]2[CH2:21][CH2:20][NH:19][CH2:18][CH2:17]2)=[N:13][N:12]=3)=[CH:4][CH:3]=1. Product: BrC1=CC=C2N=CC=3N(C2=C1)C(=NN3)C3CCNCC3 (8-bromo-1-(piperidin-4-yl)[1,2,4]triazolo[4,3-a]quinoxaline). Yield: 82.8%. Reported procedure: 2-(2-Methoxy-6-(trifluoromethyl)pyridin-3-yl)ethanamine (140 mg, 0.637 mmol) in dichloromethane (1 ml) was treated sequentially with 4-(6-chloro-4-(ethoxycarbonyl)chroman-7-yloxy)benzoic acid (Preparation B; 240 mg, 0.637 mmol), N1-((ethylimino)methylene)-N3,N3-dimethylpropane-1,3-diamine hydrochloride (147 mg, 0.764 mmol), and 4-(dimethylamino)pyridine (7.78 mg, 0.0637 mmol) at ambient temperature. After 14 hours, the reaction was applied directly to silica gel. Elution with ethyl acetate (50-8... Reaction SMILES: [CH3:1][O:2][C:3]1[C:8]([CH2:9][CH2:10][NH2:11])=[CH:7][CH:6]=[C:5]([C:12]([F:15])([F:14])[F:13])[N:4]=1.[Cl:16][C:17]1[CH:18]=[C:19]2[C:24](=[CH:25][C:26]=1[O:27][C:28]1[CH:36]=[CH:35][C:31]([C:32](O)=[O:33])=[CH:30][CH:29]=1)[O:23][CH2:22][CH2:21][CH:20]2[C:37]([O:39][CH2:40][CH3:41])=[O:38].Cl.C(N=C=NCCCN(C)C)C>ClCCl.CN(C)C1C=CN=CC=1>[Cl:16][C:17]1[CH:18]=[C:19]2[C:24](=[CH:25][C:26]=1[O:27][C:28]1[CH:36]=[CH:35][C:31]([C:32](=[O:33])[NH:11][CH2:10][CH2:9][C:8]3[C:3]([O:2][CH3:1])=[N:4][C:5]([C:12]([F:15])([F:14])[F:13])=[CH:6][CH:7]=3)=[CH:30][CH:29]=1)[O:23][CH2:22][CH2:21][CH:20]2[C:37]([O:39][CH2:40][CH3:41])=[O:38] |f:2.3|. Yield: 71.6%. Run in ClCCl (dichloromethane). Reaction conditions: time 14 hour. Starting materials: COC1=NC(=CC=C1CCN)C(F)(F)F (2-(2-Methoxy-6-(trifluoromethyl)pyridin-3-yl)ethanamine), ClC=1C=C2C(CCOC2=CC1OC1=CC=C(C(=O)O)C=C1)C(=O)OCC (4-(6-chloro-4-(ethoxycarbonyl)chroman-7-yloxy)benzoic acid), Cl.C(C)N=C=NCCCN(C)C (N1-((ethylimino)methylene)-N3,N3-dimethylpropane-1,3-diamine hydrochloride). The reagents and catalysts are CN(C1=CC=NC=C1)C (4-(dimethylamino)pyridine). Product: ClC=1C=C2C(CCOC2=CC1OC1=CC=C(C=C1)C(NCCC=1C(=NC(=CC1)C(F)(F)F)OC)=O)C(=O)OCC (ethyl 6-chloro-7-(4-(2-(2-methoxy-6-(trifluoromethyl)pyridin-3-yl)ethylcarbamoyl)phenoxy)chroman-4-carboxylate). Starting materials: COC1=C2CC/C(/C2=CC=C1)=C\C(=O)OCC (ethyl (2E)-(4-methoxy-2,3-dihydro-1H-inden-1-ylidene)ethanoate), C(=O)[O-].[NH4+] (Ammonium formate). Run in CCO (EtOH). Conditions: temperature 65 celsius, time 2 hour. Product: OC1=C2CCC(C2=CC=C1)CC(=O)OCC (ethyl (4-hydroxy-2,3-dihydro-1H-inden-1-yl)acetate). The yield is 76.8%. As a reaction SMILES: C[O:2][C:3]1[CH:11]=[CH:10][CH:9]=[C:8]2[C:4]=1[CH2:5][CH2:6]/[C:7]/2=[CH:12]\[C:13]([O:15][CH2:16][CH3:17])=[O:14].C([O-])=O.[NH4+]>CCO>[OH:2][C:3]1[CH:11]=[CH:10][CH:9]=[C:8]2[C:4]=1[CH2:5][CH2:6][CH:7]2[CH2:12][C:13]([O:15][CH2:16][CH3:17])=[O:14] |f:1.2|. Procedure: A round bottomed flask was flushed with argon and then charged with Pd(OH)2 (316 mg, 10 wt %). The flask was evacuated and back-filled with argon, and then EtOH (5 mL) was added to the catalyst. Ethyl (2E)-(4-methoxy-2,3-dihydro-1H-inden-1-ylidene)ethanoate (Example 8, 3.2 g, 13.6 mmol) was added as a solution in EtOH (63 mL). Ammonium formate (4.3 g, 68 mmol) was added, and the reaction mixture was heated to 65° C. After 2 h, the reaction mixture was cooled and filtered through a pad of Celite®... Reaction SMILES: [CH2:1]([C@H:3]([NH2:10])[C:4]1[CH:9]=[CH:8][CH:7]=[CH:6][CH:5]=1)[CH3:2].C([O:15][C:16]([C:18]1[CH:23]=[CH:22][CH:21]=[CH:20][C:19]=1[C:24]1[CH:29]=[CH:28][C:27]([CH2:30][N:31]2[C:39]3[C:34](=[CH:35][C:36]([C:40](O)=[O:41])=[CH:37][CH:38]=3)[C:33]([CH3:43])=[C:32]2[CH3:44])=[CH:26][CH:25]=1)=[O:17])(C)(C)C>>[CH3:44][C:32]1[N:31]([CH2:30][C:27]2[CH:28]=[CH:29][C:24]([C:19]3[C:18]([C:16]([OH:17])=[O:15])=[CH:23][CH:22]=[CH:21][CH:20]=3)=[CH:25][CH:26]=2)[C:39]2[C:34]([C:33]=1[CH3:43])=[CH:35][C:36]([C:40](=[O:41])[NH:10][C@H:3]([C:4]1[CH:9]=[CH:8][CH:7]=[CH:6][CH:5]=1)[CH2:1][CH3:2])=[CH:37][CH:38]=2. Product: CC=1N(C2=CC=C(C=C2C1C)C(N[C@@H](CC)C1=CC=CC=C1)=O)CC1=CC=C(C=C1)C=1C(=CC=CC1)C(=O)O ((S)-4′-((2,3-dimethyl-5-(1-phenylpropylcarbamoyl)-1H-indol-1-yl)methyl)biphenyl-2-carboxylic acid). Starting materials: C(C)[C@@H](C1=CC=CC=C1)N ((S)-α-ethylbenzylamine), C(C)(C)(C)OC(=O)C1=C(C=CC=C1)C1=CC=C(C=C1)CN1C(=C(C2=CC(=CC=C12)C(=O)O)C)C (1-((2′-(tert-butoxycarbonyl)biphenyl-4-yl)methyl)-2,3-dimethyl-1H-indole-5-carboxylic acid). Procedure details: The title compound was prepared following the same general protocol as described in Steps 8-9, Example 1, using (S)-α-ethylbenzylamine and 1-((2′-(tert-butoxycarbonyl)biphenyl-4-yl)methyl)-2,3-dimethyl-1H-indole-5-carboxylic acid. The reactants are [BH3-]C#N, CO, CCOCC, CC1(CCCNc2c(Cl)ccc3c2CCN(C(=O)C(F)(F)F)CC3)OCCO1, ClCCl, Cl, [Na+]. The product is CC1CCCN1c1c(Cl)ccc2c1CCN(C(=O)C(F)(F)F)CC2. Reaction SMILES: [C:32]([BH3-:33])#[N:34].[CH3:29][OH:30].[CH3:39][CH2:40][O:41][CH2:42][CH3:43].[Cl:1][c:2]1[c:3]([NH:19][CH2:20][CH2:21][CH2:22][C:23]2([CH3:28])[O:24][CH2:25][CH2:26][O:27]2)[c:4]2[c:5]([cH:17][cH:18]1)[CH2:6][CH2:7][N:8]([C:11]([C:12]([F:13])([F:14])[F:15])=[O:16])[CH2:9][CH2:10]2.[Cl:36][CH2:37][Cl:38].[ClH:31].[Na+:35]>>[Cl:1][c:2]1[c:3]([N:19]2[CH2:20][CH2:21][CH2:22][CH:23]2[CH3:28])[c:4]2[c:5]([cH:17][cH:18]1)[CH2:6][CH2:7][N:8]([C:11]([C:12]([F:13])([F:14])[F:15])=[O:16])[CH2:9][CH2:10]2. The reactants are ClC=1C=CC(=C(C(=O)OC)C1)F (methyl 5-chloro-2-fluorobenzoate), FC1=C(C=CC(=C1)F)O (2,4-difluorophenol). The product is ClC=1C=CC(=C(C(=O)OC)C1)OC1=C(C=C(C=C1)F)F (Methyl 5-chloro-2-(2,4-difluorophenoxy)benzoate). Reaction SMILES: [Cl:1][C:2]1[CH:3]=[CH:4][C:5](F)=[C:6]([CH:11]=1)[C:7]([O:9][CH3:10])=[O:8].[F:13][C:14]1[CH:19]=[C:18]([F:20])[CH:17]=[CH:16][C:15]=1[OH:21]>>[Cl:1][C:2]1[CH:3]=[CH:4][C:5]([O:21][C:15]2[CH:16]=[CH:17][C:18]([F:20])=[CH:19][C:14]=2[F:13])=[C:6]([CH:11]=1)[C:7]([O:9][CH3:10])=[O:8]. Procedure: The title compound was prepared according to the procedure described in step 1 of Example 67 from methyl 5-chloro-2-fluorobenzoate and 2,4-difluorophenol: 1H-NMR (CDCl3) δ 7.90 (1H, d, J=2.8 Hz), 7.39 (1H, dd, J=8.8, 2.8 Hz), 7.05–6.91 (2H, m), 6.89–6.80 (1H, m), 6.80 (1H, d, J=8.8 Hz), 3.85 (3H, s). Starting materials: C=CC(N)=O, Nc1ccc([N+](=O)[O-])cc1O, Oc1ccc(O)cc1, O=S(=O)(O)O. Yields the product NC(=O)CCNc1ccc([N+](=O)[O-])cc1O. Reaction SMILES: [NH2:12][C:13](=[O:14])[CH:15]=[CH2:16].[NH2:1][c:2]1[c:3]([OH:11])[cH:4][c:5]([N+:8](=[O:9])[O-:10])[cH:6][cH:7]1.[OH:22][c:23]1[cH:24][cH:25][c:26]([OH:27])[cH:28][cH:29]1.[S:17](=[O:18])(=[O:19])([OH:20])[OH:21]>>[NH:1]([c:2]1[c:3]([OH:11])[cH:4][c:5]([N+:8](=[O:9])[O-:10])[cH:6][cH:7]1)[CH2:16][CH2:15][C:13]([NH2:12])=[O:14]. Reactants: C(C)O (ethanol), [Na] (Sodium), C(C)O (ethanol), NC1=CC=C(C(=O)OCC)C=C1 (ethyl 4-aminobenzoate), CC(CCO)CC(C)(C)C (3,5,5 trimethyl hexanol). Reaction SMILES: [Na].C(O)C.[NH2:5][C:6]1[CH:16]=[CH:15][C:9]([C:10]([O:12][CH2:13][CH3:14])=[O:11])=[CH:8][CH:7]=1.[CH3:17][CH:18]([CH2:22][C:23]([CH3:26])([CH3:25])[CH3:24])CCO>C1CCCCC1>[NH2:5][C:6]1[CH:7]=[CH:8][C:9]([C:10]([O:12][CH2:13][CH2:14][CH:18]([CH3:17])[CH2:22][C:23]([CH3:26])([CH3:25])[CH3:24])=[O:11])=[CH:15][CH:16]=1 |^1:0|. The product is NC1=CC=C(C(=O)OCCC(CC(C)(C)C)C)C=C1 ((3,5,5 trimethyl hexyl) 4-aminobenzoate). Procedure: Sodium metal (1 g cat.) was added to ethanol (30 mL) to give a solution which was added to a suspension of ethyl 4-aminobenzoate (175 g, 1.06 mol) and 3,5,5 trimethyl hexanol (200 g, 1.4 mol) in cyclohexane (300 mL). The suspension was heated under reflux for 24 hours with the azeotropic removal of ethanol. Solvent: C1CCCCC1 (cyclohexane). Starting materials: C=Cc1cc(C(=O)NCC23CC4CC(CC(C4)C2)C3)c(Cl)cn1, CC(=O)O, ClCCl. The product is O=Cc1cc(C(=O)NCC23CC4CC(CC(C4)C2)C3)c(Cl)cn1. Reaction SMILES: [C:1]12([CH2:11][NH:12][C:13]([c:14]3[cH:15][c:16]([CH:21]=[CH2:22])[n:17][cH:18][c:19]3[Cl:20])=[O:23])[CH2:2][CH:3]3[CH2:4][CH:5]([CH2:6][CH:7]([CH2:8]1)[CH2:9]3)[CH2:10]2.[CH3:24][C:25]([OH:26])=[O:27].[Cl:28][CH2:29][Cl:30]>>[C:1]12([CH2:11][NH:12][C:13]([c:14]3[cH:15][c:16]([CH:21]=[O:26])[n:17][cH:18][c:19]3[Cl:20])=[O:23])[CH2:2][CH:3]3[CH2:4][CH:5]([CH2:6][CH:7]([CH2:8]1)[CH2:9]3)[CH2:10]2.